From a dataset of the Open Reaction Database (ORD), a public repository of structured organic reaction records. describe an organic reaction: reactants, conditions, products, and yield Starting materials: N#N (N2), C(=O)([O-])[O-].[K+].[K+] (K2CO3), C1(=CC=CC=C1)S (thiophenol), C(#N)C1=CC(=C(CN(S(=O)(=O)C2=C(C=CC=C2)[N+](=O)[O-])C2CCCC=3C=CC=NC23)C=C1)CO (N-(4-cyano-2-hydroxymethyl-benzyl)-2-nitro-N-(5,6,7,8-tetrahydro-quinolin-8-yl)-benzenesulfonamide). Solvent: CN(C)C=O (DMF). The product is OCC=1C=C(C#N)C=CC1CNC1CCCC2=CC=CC=C12 (3-hydroxymethyl-4-[(1,2,3,4-tetrahydro-naphthalen-1-ylamino)-methyl]-benzonitrile). The yield is 86.0%. As a reaction SMILES: [C:1]([C:3]1[CH:32]=[CH:31][C:6]([CH2:7][N:8]([CH:21]2[C:30]3N=[CH:28][CH:27]=[CH:26][C:25]=3[CH2:24][CH2:23][CH2:22]2)S(C2C=CC=CC=2[N+]([O-])=O)(=O)=O)=[C:5]([CH2:33][OH:34])[CH:4]=1)#[N:2].[C:35]([O-])([O-])=O.[K+].[K+].C1(S)C=CC=CC=1.N#N>CN(C=O)C>[OH:34][CH2:33][C:5]1[CH:4]=[C:3]([CH:32]=[CH:31][C:6]=1[CH2:7][NH:8][CH:21]1[C:30]2[C:25](=[CH:26][CH:27]=[CH:28][CH:35]=2)[CH2:24][CH2:23][CH2:22]1)[C:1]#[N:2] |f:1.2.3|. Reported procedure: To a solution of N-(4-cyano-2-hydroxymethyl-benzyl)-2-nitro-N-(5,6,7,8-tetrahydro-quinolin-8-yl)-benzenesulfonamide (2.32 g, 4.85 mmol) dissolved in DMF (50 mL) was added K2CO3 (3.35 g, 24.3 mmol) and thiophenol (1.49 mL, 14.6 mmol). The solution was stirred at room temperature under a positive pressure of N2 for 3 hours. The mixture was concentrated in vacuo and redissolved in CH2Cl2 (50 mL). The mixture was filtered through a sintered glass funnel containing celite. The solution was concentrat... Reactants: OC=1C=C(C=C(C1)O)C(CCCOC1=CC=CC=C1)C (4-(3,5-dihydroxyphenyl)-1-phenoxypentane), COC1=C(C=CC(=C1)CNCCCNCCCCNCCCN)O.OC1C(OC2=CC(=CC=C2C1=O)C(CCCOC1=CC=CC=C1)C)(C)C (dl-5 hydroxy-2,2-dimethyl-7(1-methyl-4-phenoxybutyl)-4-chromanone). The product is COC1=C(C=CC(=C1)CNCCCNCCCCNCCCN)O.OC1C(OC2=CC(=CC=C2C1=O)C(CCCC1=CC=CC=C1)C)(C)C (dl-5 Hydroxy-2,2-dimethyl-7-(1-methyl-4-phenylbutyl)-4-chromanone). RXN SMILES: O[C:2]1[CH:3]=[C:4]([CH:9](C)[CH2:10][CH2:11][CH2:12]OC2C=CC=CC=2)[CH:5]=[C:6](O)[CH:7]=1.[CH3:21][O:22][C:23]1[CH:28]=[C:27]([CH2:29][NH:30][CH2:31][CH2:32][CH2:33][NH:34][CH2:35][CH2:36][CH2:37][CH2:38][NH:39][CH2:40][CH2:41][CH2:42][NH2:43])[CH:26]=[CH:25][C:24]=1[OH:44].[OH:45][CH:46]1[C:55](=[O:56])[C:54]2[C:49](=[CH:50][C:51](C(C)CCCOC3C=CC=CC=3)=[CH:52][CH:53]=2)[O:48][C:47]1([CH3:70])[CH3:69]>>[CH3:21][O:22][C:23]1[CH:28]=[C:27]([CH2:29][NH:30][CH2:31][CH2:32][CH2:33][NH:34][CH2:35][CH2:36][CH2:37][CH2:38][NH:39][CH2:40][CH2:41][CH2:42][NH2:43])[CH:26]=[CH:25][C:24]=1[OH:44].[OH:45][CH:46]1[C:55](=[O:56])[C:54]2[C:49](=[CH:50][C:51]([CH:12]([CH3:21])[CH2:11][CH2:10][CH2:9][C:4]3[CH:3]=[CH:2][CH:7]=[CH:6][CH:5]=3)=[CH:52][CH:53]=2)[O:48][C:47]1([CH3:70])[CH3:69] |f:1.2,3.4|. Procedure: 4-(3,5-dihydroxyphenyl)-1-phenoxypentane is converted to dl-5-hydroxy-2,2-dimethyl-7(1-methyl-4-phenoxybutyl)-4-chromanone, a light yellow oil: Starting materials: Cc1cc(C)cc(C(=O)c2[nH]c(=O)[nH]c(=O)c2C(C)C)c1, Clc1cccc(CBr)n1. Product: Cc1cc(C)cc(C(=O)c2c(C(C)C)c(=O)[nH]c(=O)n2Cc2cccc(Cl)n2)c1. As a reaction SMILES: [CH:1]([CH3:2])([CH3:3])[c:4]1[c:5](=[O:21])[nH:6][c:7](=[O:20])[nH:8][c:9]1[C:10]([c:11]1[cH:12][c:13]([CH3:18])[cH:14][c:15]([CH3:17])[cH:16]1)=[O:19].[Cl:22][c:23]1[cH:24][cH:25][cH:26][c:27]([CH2:29][Br:30])[n:28]1>>[CH:1]([CH3:2])([CH3:3])[c:4]1[c:5](=[O:21])[nH:6][c:7](=[O:20])[n:8]([CH2:29][c:27]2[cH:26][cH:25][cH:24][c:23]([Cl:22])[n:28]2)[c:9]1[C:10]([c:11]1[cH:12][c:13]([CH3:18])[cH:14][c:15]([CH3:17])[cH:16]1)=[O:19]. Yields the product C(C1=CC=CC=C1)N1N=NC(=C1)C1=CNC2=NC=CC=C21 (3-(1-benzyl-1H-1,2,3-triazol-4-yl)-1H-pyrrolo[2,3-b]pyridine). Procedure: 1.2 179 mg (1.28 mmol) of potassium carbonate are added to a solution of 192 mg (0.51 mmol) of tert-butyl 3-(1-benzyl-1H-1,2,3-triazol-4-yl)pyrrolo-[2,3-b]pyridine-1-carboxylate in 2.6 ml of methanol, and the mixture is stirred at room temperature for 1 hour. The reaction mixture is adsorbed onto kieselguhr and chromatographed on a silica-gel column with dichloromethane/methanol/ammonia water, giving 3-(1-benzyl-1H-1,2,3-triazol-4-yl)-1H-pyrrolo[2,3-b]pyridine as colourless crystals; ESI 276; Run in CO (methanol). As a reaction SMILES: C(=O)([O-])[O-].[K+].[K+].[CH2:7]([N:14]1[CH:18]=[C:17]([C:19]2[C:27]3[C:22](=[N:23][CH:24]=[CH:25][CH:26]=3)[N:21](C(OC(C)(C)C)=O)[CH:20]=2)[N:16]=[N:15]1)[C:8]1[CH:13]=[CH:12][CH:11]=[CH:10][CH:9]=1>CO>[CH2:7]([N:14]1[CH:18]=[C:17]([C:19]2[C:27]3[C:22](=[N:23][CH:24]=[CH:25][CH:26]=3)[NH:21][CH:20]=2)[N:16]=[N:15]1)[C:8]1[CH:13]=[CH:12][CH:11]=[CH:10][CH:9]=1 |f:0.1.2|. Run at time 1 hour. Starting materials: 1.2, C([O-])([O-])=O.[K+].[K+] (potassium carbonate), C(C1=CC=CC=C1)N1N=NC(=C1)C1=CN(C2=NC=CC=C21)C(=O)OC(C)(C)C (tert-butyl 3-(1-benzyl-1H-1,2,3-triazol-4-yl)pyrrolo-[2,3-b]pyridine-1-carboxylate). The reactants are NC1=C2C(=NC=N1)N(N=C2C2=CC=C(C=C2)OC2=C(C(=CC=C2)F)F)[C@H]2CN(CCC2)C(CC#N)=O (3-[(3R)-3-[4-amino-3-[4-(2,3-difluorophenoxy)phenyl]-1H-pyrazolo[3,4-d]pyrimidin-1-yl]piperidin-1-yl]-3-oxopropanenitrile), C1(CC1)C=O (cyclopropanecarbaldehyde), N1CCCCC1 (piperidine). Run in CO (methanol). Conditions: temperature 25 celsius, time 12 hour. Yields the product NC1=C2C(=NC=N1)N(N=C2C2=CC=C(C=C2)OC2=C(C(=CC=C2)F)F)[C@H]2CN(CCC2)C(=O)C(C#N)=CC2CC2 ((R)-2-(3-(4-amino-3-(4-(2,3-difluorophenoxy)phenyl)-1H-pyrazolo[3,4-d]pyrimidin-1-yl)piperidine-1-carbonyl)-3-cyclopropylacrylonitrile). Isolated yield 17.0%. Reaction SMILES: [NH2:1][C:2]1[N:7]=[CH:6][N:5]=[C:4]2[N:8]([C@@H:26]3[CH2:31][CH2:30][CH2:29][N:28]([C:32](=[O:36])[CH2:33][C:34]#[N:35])[CH2:27]3)[N:9]=[C:10]([C:11]3[CH:16]=[CH:15][C:14]([O:17][C:18]4[CH:23]=[CH:22][CH:21]=[C:20]([F:24])[C:19]=4[F:25])=[CH:13][CH:12]=3)[C:3]=12.[CH:37]1([CH:40]=O)[CH2:39][CH2:38]1.N1CCCCC1>CO>[NH2:1][C:2]1[N:7]=[CH:6][N:5]=[C:4]2[N:8]([C@@H:26]3[CH2:31][CH2:30][CH2:29][N:28]([C:32]([C:33](=[CH:40][CH:37]4[CH2:39][CH2:38]4)[C:34]#[N:35])=[O:36])[CH2:27]3)[N:9]=[C:10]([C:11]3[CH:16]=[CH:15][C:14]([O:17][C:18]4[CH:23]=[CH:22][CH:21]=[C:20]([F:24])[C:19]=4[F:25])=[CH:13][CH:12]=3)[C:3]=12. Reported procedure: Into a 10 mL sealed tube, was placed a solution of 3-[(3R)-3-[4-amino-3-[4-(2,3-difluorophenoxy)phenyl]-1H-pyrazolo[3,4-d]pyrimidin-1-yl]piperidin-1-yl]-3-oxopropanenitrile (150 mg, 0.31 mmol, 1.00 equiv) in methanol (5 mL), cyclopropanecarbaldehyde (64 mg, 0.91 mmol, 3.0 equiv), and piperidine (78 mg). The resulting solution was stirred for 12 h at 25° C. and then concentrated under vacuum. The residue was diluted with 10 mL of dichloromethane and the resulting mixture was washed with saturated... Starting materials: NC=1C=C(C=CC1)CCC(=O)OCC (3-Aminobenzenepropanoic acid, ethyl ester), compound, ICI (diiodomethane), N(=O)OCCC(C)C (isoamyl nitrite). The solvent is C(C)OCC (Ethyl ether). Conditions: time 40 minute. The product is IC=1C=C(C=CC1)CCC(=O)OCC (3-Iodobenzenepropanoic acid, ethyl ester). Yield: 42.0%. As a reaction SMILES: N[C:2]1[CH:3]=[C:4]([CH2:8][CH2:9][C:10]([O:12][CH2:13][CH3:14])=[O:11])[CH:5]=[CH:6][CH:7]=1.[I:15]CI.N(OCCC(C)C)=O>C(OCC)C>[I:15][C:2]1[CH:3]=[C:4]([CH2:8][CH2:9][C:10]([O:12][CH2:13][CH3:14])=[O:11])[CH:5]=[CH:6][CH:7]=1. Procedure details: To a solution of Part (2) compound (7.2 g, 32 mmol) in diiodomethane (10.3 mL, 128 mmol) under argon at RT was added isoamyl nitrite (6.5 mL, 64 mmol) over 10 min. The brownish solution was stirred at RT for 40 min and then heated to 80° C. for 2 h. Ethyl ether (300 mL) was added to the reaction and the organic layer was washed with 1N hydrochloric acid (70 mL×2), water (70 mL), saturated sodium bicarbonate (70 mL×2), 10% sodium bisulfite solution (30 mL) and dried over magnesium sulfate. Purifi... Reactants: CC(C)=O, CCOc1ccc([Si]2(CCl)CCCC2)cc1, [I-], [Na+], c1c[nH]nn1. Yields the product CCOc1ccc([Si]2(CI)CCCC2)cc1. RXN SMILES: [CH3:24][C:25](=[O:26])[CH3:27].[Cl:3][CH2:4][Si:5]1([c:10]2[cH:11][cH:12][c:13]([O:16][CH2:17][CH3:18])[cH:14][cH:15]2)[CH2:6][CH2:7][CH2:8][CH2:9]1.[I-:1].[Na+:2].[nH:19]1[cH:20][cH:21][n:22][n:23]1>>[I:1][CH2:4][Si:5]1([c:10]2[cH:11][cH:12][c:13]([O:16][CH2:17][CH3:18])[cH:14][cH:15]2)[CH2:6][CH2:7][CH2:8][CH2:9]1. Reactants: ( 1 ), BrC1=C(C=O)C=C(C=C1)O (2-bromo-5-hydroxybenzaldehyde), CI (methyl iodide), C([O-])([O-])=O.[K+].[K+] (potassium carbonate), O (Water). The solvent is CN(C)C=O (DMF). Reaction conditions: time 2.5 day. Product: BrC1=C(C=O)C=C(C=C1)OC (2-bromo-5-methoxybenzaldehyde). Yield: 100.0%. As a reaction SMILES: [Br:1][C:2]1[CH:9]=[CH:8][C:7]([OH:10])=[CH:6][C:3]=1[CH:4]=[O:5].CI.[C:13](=O)([O-])[O-].[K+].[K+].O>CN(C=O)C>[Br:1][C:2]1[CH:9]=[CH:8][C:7]([O:10][CH3:13])=[CH:6][C:3]=1[CH:4]=[O:5] |f:2.3.4|. Procedure details: Step AH (1): To a solution of 2-bromo-5-hydroxybenzaldehyde (1000.0 mg, 4.975 mmol) in DMF (20 mL) were added methyl iodide (0.31 mL, 5.000 mmol) and potassium carbonate (1036.6 mg, 7.500 mmol). The reaction mixture was stirred at rt for 2.5 days. Water was added and the reaction mixture was extracted with hexanes-ether (1:1) solvent system. The combined organic phases were dried over Na2SO4, filtered and concentrated in vacuum to yield 2-bromo-5-methoxybenzaldehyde (1069.8 mg, 100%) as colorles... Starting materials: C=C(C)C(=O)[O-], CO[Si](CCl)(OC)OC, [K+], c1ccc(P(c2ccccc2)c2ccccc2)cc1. Product: C=C(C)C(=O)OC[Si](OC)(OC)OC. RXN SMILES: [C:29]([C:30](=[CH2:31])[CH3:32])(=[O:33])[O-:34].[Cl:1][CH2:2][Si:3]([O:4][CH3:5])([O:6][CH3:7])[O:8][CH3:9].[K+:35].[c:10]1([P:11]([c:12]2[cH:13][cH:14][cH:15][cH:16][cH:17]2)[c:18]2[cH:19][cH:20][cH:21][cH:22][cH:23]2)[cH:24][cH:25][cH:26][cH:27][cH:28]1>>[CH2:2]([Si:3]([O:4][CH3:5])([O:6][CH3:7])[O:8][CH3:9])[O:34][C:29]([C:30](=[CH2:31])[CH3:32])=[O:33].